This data is from the Open Reaction Database (ORD), a public repository of structured organic reaction records. The task is: describe an organic reaction: reactants, conditions, products, and yield Starting materials: NC1=NC(=CC=C1)C (2-amino-6-methylpyridine), BrC1=CC=CC=C1 (bromobenzene), CC(C)([O-])C.[Na+] (sodium tert-butoxide). The solvent is C1(=CC=CC=C1)C (toluene). Reaction conditions: temperature 10 celsius. Yields the product CC1=CC=CC(=N1)NC1=CC=CC=C1 (6-Methyl-N-phenylpyridin-2-amine). Isolated yield 35.7%. RXN SMILES: [NH2:1][C:2]1[CH:7]=[CH:6][CH:5]=[C:4]([CH3:8])[N:3]=1.Br[C:10]1[CH:15]=[CH:14][CH:13]=[CH:12][CH:11]=1.CC(C)([O-])C.[Na+]>C1(C)C=CC=CC=1>[CH3:8][C:4]1[N:3]=[C:2]([NH:1][C:10]2[CH:15]=[CH:14][CH:13]=[CH:12][CH:11]=2)[CH:7]=[CH:6][CH:5]=1 |f:2.3|. Procedure details: To a flask were added 2.2 g of 2-amino-6-methylpyridine, 3.1 g of bromobenzene, 2.7 g of sodium tert-butoxide, and 50 ml toluene. The mixture was purged thoroughly with nitrogen and 62 mg of 2,2′-bis(diphenylphosphino)-1,1′-binaphthalenehthalene and 22 mg of palladium acetate were added. The reaction mixture was heated to 10° C. for 16 hours, and then cooled to 22 C. After quenching with 50 ml water, the product was extracted with 20 ml ethyl acetate, and washed with 15 ml water. The product was... Reactants: [Si](C)(C)(C(C)(C)C)OCCCCCCCC#C (9-(t-butyldimethylsilyloxy)-1-nonyne), C(CCC)[Li] (n-butyl lithium), [Cl-].[NH4+] (ammonium chloride), COC1=CC=C2C(C(CSC2=C1)(C)C1=CC=C(C=C1)OC)=O (7-methoxy-3-(4-methoxyphenyl)-3-methylthiochroman-4-one). The solvent is O1CCCC1 (tetrahydrofuran), O1CCCC1 (tetrahydrofuran). Run at temperature -20 celsius, time 1 hour. Product: [Si](C)(C)(C(C)(C)C)OCCCCCCCC#CC1(C(CSC2=CC(=CC=C12)OC)(C)C1=CC=C(C=C1)OC)O (4-[9-(t-butyldimethylsilyloxy)-1-nonynyl]-4-hydroxy-7-methoxy-3-(4-methoxyphenyl)-3-methylthiochroman). Isolated yield 99.5%. Reaction SMILES: [Si:1]([O:8][CH2:9][CH2:10][CH2:11][CH2:12][CH2:13][CH2:14][CH2:15][C:16]#[CH:17])([C:4]([CH3:7])([CH3:6])[CH3:5])([CH3:3])[CH3:2].C([Li])CCC.[CH3:23][O:24][C:25]1[CH:34]=[C:33]2[C:28]([C:29](=[O:44])[C:30]([C:36]3[CH:41]=[CH:40][C:39]([O:42][CH3:43])=[CH:38][CH:37]=3)([CH3:35])[CH2:31][S:32]2)=[CH:27][CH:26]=1.[Cl-].[NH4+]>O1CCCC1>[Si:1]([O:8][CH2:9][CH2:10][CH2:11][CH2:12][CH2:13][CH2:14][CH2:15][C:16]#[C:17][C:29]1([OH:44])[C:28]2[C:33](=[CH:34][C:25]([O:24][CH3:23])=[CH:26][CH:27]=2)[S:32][CH2:31][C:30]1([C:36]1[CH:37]=[CH:38][C:39]([O:42][CH3:43])=[CH:40][CH:41]=1)[CH3:35])([C:4]([CH3:5])([CH3:6])[CH3:7])([CH3:3])[CH3:2] |f:3.4|. Procedure: To a solution of 9-(t-butyldimethylsilyloxy)-1-nonyne (12 g, 47.15 mmol) in dry tetrahydrofuran (150 ml) was added dropwise n-butyl lithium (25.5ml, 42.43 mmol, 1.66 mole/l in tetrahydrofuran) at −78° C., which was then stirred at −20° C. for 1 hour. Then, to this reaction mixture was added 7-methoxy-3-(4-methoxyphenyl)-3-methylthiochroman-4-one (3 g, 9.54 mmol) dissolved in tetrahydrofuran at the same temperature for 30 minutes, and the resulting mixture was stirred at −10° C. for 24 hours. Aft... Starting materials: C(=O)NC1=C(N=C(N1)C1=CC=C(C=C1)F)C1=CC=CC=C1 (5-formylamino-2-(4-fluorophenyl)-4-phenylimidazole), B (borane), C(O)([O-])=O.[Na+] (sodium hydrogen carbonate), Cl (hydrochloric acid). Yields the product CNC1=C(N=C(N1)C1=CC=C(C=C1)F)C1=CC=CC=C1 (5-methylamino-2-(4-fluorophenyl)-4-phenylimidazole). Procedure details: To a solution of 5-formylamino-2-(4-fluorophenyl)-4-phenylimidazole (1.06 g) in tetrahydrofuran (15 ml) was added dropwise 10M borane.dimethylsulfide complex (1.90 ml), and the mixture was stirred under argon atmosphere at room temperature for 2.5 hours. To the reaction mixture was slowly added 10% hydrochloric acid, and the mixture was refluxed for one hour. After cooling, the mixture was neutralized by adding a saturated aqueous sodium hydrogen carbonate solution, and extracted with ethyl acet... Run at time 2.5 hour. Yield: 69.7%. The solvent is O1CCCC1 (tetrahydrofuran). As a reaction SMILES: [CH:1]([NH:3][C:4]1[NH:8][C:7]([C:9]2[CH:14]=[CH:13][C:12]([F:15])=[CH:11][CH:10]=2)=[N:6][C:5]=1[C:16]1[CH:21]=[CH:20][CH:19]=[CH:18][CH:17]=1)=O.B.Cl.C(=O)([O-])O.[Na+]>O1CCCC1>[CH3:1][NH:3][C:4]1[NH:8][C:7]([C:9]2[CH:10]=[CH:11][C:12]([F:15])=[CH:13][CH:14]=2)=[N:6][C:5]=1[C:16]1[CH:17]=[CH:18][CH:19]=[CH:20][CH:21]=1 |f:3.4|. The reactants are COC1=C(C(=O)N[C@@H]2[C@H](CCC2)NC2=NC=C(N=C2)C(F)(F)F)C=C(C=C1)C (2-Methoxy-5-methyl-N-[(1S,2S)-2-{[5-(trifluoromethyl)pyrazin-2-yl]amino}cyclopentyl]benzamide), CC=1C=CC(=C(C(=O)O)C1)N1N=CC=C1 (5-methyl-2-(1H-pyrazol-1-yl)benzoic acid), Cl.FC(C=1N=CC(=NC1)N[C@@H]1[C@H](CCC1)N)(F)F ((1S,2S)-1-N-[5-(trifluoromethyl)pyrazin-2-yl]cyclopentane-1,2-diamine hydrochloride), Cl.FC(C=1N=CC(=NC1)N[C@@H]1[C@H](CCC1)N)(F)F ((1S,2S)-1-N-[5-(trifluoromethyl)pyrazin-2-yl]cyclopentane-1,2-diamine hydrochloride). Yields the product CC=1C=CC(=C(C(=O)N[C@@H]2[C@H](CCC2)NC2=NC=C(N=C2)C(F)(F)F)C1)N1N=CC=C1 (5-Methyl-2-(1H-pyrazol-1-yl)-N-[(1S,2S)-2-{[5-(trifluoromethyl)pyrazin-2-yl]amino}cyclopentyl]benzamide). Reaction SMILES: CO[C:3]1[CH:27]=[CH:26][C:25]([CH3:28])=[CH:24][C:4]=1[C:5]([NH:7][C@H:8]1[CH2:12][CH2:11][CH2:10][C@@H:9]1[NH:13][C:14]1[CH:19]=[N:18][C:17]([C:20]([F:23])([F:22])[F:21])=[CH:16][N:15]=1)=[O:6].Cl.FC(F)(F)C1N=CC(N[C@H]2CCC[C@@H]2N)=NC=1.CC1C=CC([N:57]2[CH:61]=[CH:60][CH:59]=[N:58]2)=C(C=1)C(O)=O>>[CH3:28][C:25]1[CH:26]=[CH:27][C:3]([N:57]2[CH:61]=[CH:60][CH:59]=[N:58]2)=[C:4]([CH:24]=1)[C:5]([NH:7][C@H:8]1[CH2:12][CH2:11][CH2:10][C@@H:9]1[NH:13][C:14]1[CH:19]=[N:18][C:17]([C:20]([F:23])([F:22])[F:21])=[CH:16][N:15]=1)=[O:6] |f:1.2|. Reported procedure: Prepared according to the procedure for 2-methoxy-5-methyl-N-[(1S,2S)-2-{[5-(trifluoromethyl)pyrazin-2-yl]amino}cyclopentyl]benzamide (Example 37) from (1S,2S)-1-N-[5-(trifluoromethyl)pyrazin-2-yl]cyclopentane-1,2-diamine hydrochloride (Intermediate 14; 75 mg, 0.27 mmol) and 5-methyl-2-(1H-pyrazol-1-yl)benzoic acid (CAS number 1214622-46-4; 74 mg, 0.37 mmol) except this was purified by column chromatography (silica, 40-100% ethyl acetate/petrol) to afford the title compound. The reactants are C=CC1=CC=CC=C1 (styrene), C(C(=C)C)(=O)OCCCC (n-butyl methacrylate), C(C(=C)C)(=O)OCC (ethyl methacrylate), acid 12, C(C1=CC=CC=C1)(=O)OOC(C1=CC=CC=C1)=O (benzoyl peroxide), acrylic resin-A. Run in C1(=CC=CC=C1)C (toluene), C1(=CC=CC=C1)C (toluene). Run at temperature 110 celsius, time 3 hour. The product is CCCCC(CC)COC(=O)C=C.CCCCOC(=O)C=C (acrylic copolymer resin). RXN SMILES: [CH2:1]=[CH:2][C:3]1[CH:8]=[CH:7][CH:6]=[CH:5][CH:4]=1.[C:9]([O:14][CH2:15][CH2:16][CH2:17][CH3:18])(=[O:13])[C:10](C)=[CH2:11].C(OCC)(=O)C(C)=C.C(OOC(=O)C1C=CC=CC=1)(=O)C1C=CC=CC=1>C1(C)C=CC=CC=1>[CH3:5][CH2:6][CH2:7][CH2:8][CH:3]([CH2:4][O:14][C:9]([CH:10]=[CH2:11])=[O:13])[CH2:2][CH3:1].[CH3:18][CH2:17][CH2:16][CH2:15][O:14][C:9]([CH:10]=[CH2:11])=[O:13] |f:5.6|. Procedure details: An acrylic copolymer resin was prepared by feeding 150 parts of toluene into a 500-ml 4-necked flask equipped with a cooling tube, stirrer, and thermometer, heating it to 110° C., adding styrene 40 parts, n-butyl methacrylate 40 parts, ethyl methacrylate 120 parts, methacylic acid 12 parts, benzoyl peroxide 4 parts, and toluene 60 parts spending 3 hours under an inert gas atmosphere, and further heating for 6 hours. This copolymer (designated as acrylic resin-A) was found to have nonvolatile mat...